Dataset: the Open Reaction Database (ORD), a public repository of structured organic reaction records. Task: describe an organic reaction: reactants, conditions, products, and yield The reactants are COC1=CC=C(C=C1)C1=CC=C(S1)C(CC)N1C=NC=C1 (1-(1-(5-(4-methoxyphenyl)thiophen-2-yl)propyl)-1H-imidazole), B(Br)(Br)Br (BBr3). Run in C(Cl)Cl (DCM). Reaction conditions: temperature 0 celsius, time 2 hour. The product is N1(C=NC=C1)C(CC)C1=CC=C(S1)C1=CC=C(C=C1)O (4-(5-(1-(1H-imidazol-1-yl)propyl)thiophen-2-yl)phenol), solid. The yield is 81.3%. Reaction SMILES: C[O:2][C:3]1[CH:8]=[CH:7][C:6]([C:9]2[S:13][C:12]([CH:14]([N:17]3[CH:21]=[CH:20][N:19]=[CH:18]3)[CH2:15][CH3:16])=[CH:11][CH:10]=2)=[CH:5][CH:4]=1.B(Br)(Br)Br>C(Cl)Cl>[N:17]1([CH:14]([C:12]2[S:13][C:9]([C:6]3[CH:5]=[CH:4][C:3]([OH:2])=[CH:8][CH:7]=3)=[CH:10][CH:11]=2)[CH2:15][CH3:16])[CH:21]=[CH:20][N:19]=[CH:18]1. Reported procedure: To a stirred solution of 1-(1-(5-(4-methoxyphenyl)thiophen-2-yl)propyl)-1H-imidazole (45 mg, 0.15 mmol; prepared as described in Example 3) in DCM (4 mL) was added BBr3 (0.02 mL, 0.22 mmol) at 0° C. The reaction was stirred at 0° C. for about 2 h, quenched with saturated NaHCO3 solution (10 mL), and extracted with DCM (2×100 mL). The combined organic extracts were washed with brine solution (10 mL), the organic layer was dried over Na2SO4 and concentrated under vacuum to obtain crude product. Th... Reactants: CC(C)(C)OC(=O)C(N)Cc1cccc2ccccc12, CCOP(=O)(OCC)C(CCc1ccccc1)NC(CC(C)C)C(=O)O, CCN=C=NCCCN(C)C, ClCCl, Cl, O, On1nnc2ccccc21. Product: CCOP(=O)(OCC)C(CCc1ccccc1)NC(CC(C)C)C(=O)NC(Cc1cccc2ccccc12)C(=O)OC(C)(C)C. As a reaction SMILES: [C:27]([CH3:28])([CH3:29])([CH3:30])[O:31][C:32]([CH:33]([NH2:34])[CH2:35][c:36]1[cH:37][cH:38][cH:39][c:40]2[cH:41][cH:42][cH:43][cH:44][c:45]12)=[O:46].[CH2:1]([CH3:2])[O:3][P:4](=[O:5])([O:6][CH2:7][CH3:8])[CH:9]([CH2:10][CH2:11][c:12]1[cH:13][cH:14][cH:15][cH:16][cH:17]1)[NH:18][CH:19]([CH2:20][CH:21]([CH3:22])[CH3:23])[C:24](=[O:25])[OH:26].[CH2:59]([N:60]=[C:61]=[N:62][CH2:63][CH2:64][CH2:65][N:66]([CH3:67])[CH3:68])[CH3:69].[Cl:70][CH2:71][Cl:72].[ClH:58].[OH2:47].[OH:48][n:49]1[c:50]2[cH:51][cH:52][cH:53][cH:54][c:55]2[n:56][n:57]1>>[CH2:1]([CH3:2])[O:3][P:4](=[O:5])([O:6][CH2:7][CH3:8])[CH:9]([CH2:10][CH2:11][c:12]1[cH:13][cH:14][cH:15][cH:16][cH:17]1)[NH:18][CH:19]([CH2:20][CH:21]([CH3:22])[CH3:23])[C:24](=[O:25])[NH:34][CH:33]([C:32]([O:31][C:27]([CH3:28])([CH3:29])[CH3:30])=[O:46])[CH2:35][c:36]1[cH:37][cH:38][cH:39][c:40]2[cH:41][cH:42][cH:43][cH:44][c:45]12. The reactants are NC1=NC=C(C=C1[N+](=O)[O-])Cl (2-Amino-5-chloro-3-nitropyridine). Reagents/catalysts: [Ni] (Ni). Solvent: CO (MeOH). Reaction conditions: time 3 hour. Yields the product NC1=NC=C(C=C1N)Cl (2,3-Diamino-5-chloropyridine). Yield: 96.5%. As a reaction SMILES: [NH2:1][C:2]1[C:7]([N+:8]([O-])=O)=[CH:6][C:5]([Cl:11])=[CH:4][N:3]=1>[Ni].CO>[NH2:1][C:2]1[C:7]([NH2:8])=[CH:6][C:5]([Cl:11])=[CH:4][N:3]=1. Reported procedure: A mixture of the nitropyridine 2 (22.0 g 126.8 mmol), Raney Ni (2.2 g) and MeOH (220 mL) was shaken under H2 (20-40 psi) for 3 h, then filtered. The filtrate was rota-evaporated and the residual solid was dried to give 17.57 g (96%) of 3 as a tan powder, mp 169°-171° C. (lit. 172°-173° C, (Israel, M. & Day, A. R., J. Org. Chem. 24:1455-1460 (1959))). 1H NMR (DMSO-d6), 4.991 (bs, 2H), 5.555 (bs, 2H), 6.675 (d, 1H, J=2), 7.196 (d, 1H, J=2). Starting materials: ClC=1C=C(OCC2OCC(N(C2)C(C(=O)OCC)C)=O)C=CC1 (ethyl 2-[6-(3-chlorophenoxymethyl)-3-oxomorpholin-4-yl]propionate), [H-].[Al+3].[Li+].[H-].[H-].[H-] (lithium aluminum hydride), O.O.O.O.O.O.O.O.O.O.S(=O)(=O)([O-])[O-].[Na+].[Na+] (sodium sulfate decahydrate), [H-].[Al+3].[Li+].[H-].[H-].[H-] (lithium aluminum hydride). Run in O1CCCC1 (tetrahydrofuran), O1CCCC1 (tetrahydrofuran). Conditions: time 2.5 hour. The product is ClC=1C=C(OCC2OCCN(C2)C(CO)C)C=CC1 (2-[2-(3-Chlorophenoxymethyl)morpholino]propanol). Isolated yield 77.3%. RXN SMILES: [Cl:1][C:2]1[CH:3]=[C:4]([CH:21]=[CH:22][CH:23]=1)[O:5][CH2:6][CH:7]1[CH2:12][N:11]([CH:13]([CH3:19])[C:14](OCC)=[O:15])[C:10](=O)[CH2:9][O:8]1.[H-].[Al+3].[Li+].[H-].[H-].[H-].O.O.O.O.O.O.O.O.O.O.S([O-])([O-])(=O)=O.[Na+].[Na+]>O1CCCC1>[Cl:1][C:2]1[CH:3]=[C:4]([CH:21]=[CH:22][CH:23]=1)[O:5][CH2:6][CH:7]1[CH2:12][N:11]([CH:13]([CH3:19])[CH2:14][OH:15])[CH2:10][CH2:9][O:8]1 |f:1.2.3.4.5.6,7.8.9.10.11.12.13.14.15.16.17.18.19|. Procedure details: A solution of 1.50 g of ethyl 2-[6-(3-chlorophenoxymethyl)-3-oxomorpholin-4-yl]propionate in 10 ml of anhydrous tetrahydrofuran was added dropwise to a suspension of 0.51 g of lithium aluminum hydride in 20 ml of anhydrous tetrahydrofuran, whilst ice-cooling. The mixture was stirred at room temperature for 2.5 hours, after which excess lithium aluminum hydride was decomposed by adding sodium sulfate decahydrate to the mixture. Insolubles were then removed from the reaction mixture by filtration ... Starting materials: FC1=C(C(=CC=C1)[N+](=O)[O-])CC(C(=O)O)=O (3-(2-fluoro-6-nitrophenyl)-2-oxopropanoic acid), ferrous hydroxide, ferrous sulfate heptahydrate. The solvent is [NH4+].[OH-] (NH4OH), O (water), [NH4+].[OH-] (NH4OH). Yields the product FC1=C2C=C(NC2=CC=C1)C(=O)O (4-fluoro-1H-indole-2-carboxylic acid). Isolated yield 21.6%. RXN SMILES: [F:1][C:2]1[CH:7]=[CH:6][CH:5]=[C:4]([N+:8]([O-])=O)[C:3]=1[CH2:11][C:12](=O)[C:13]([OH:15])=[O:14]>[NH4+].[OH-].O>[F:1][C:2]1[CH:7]=[CH:6][CH:5]=[C:4]2[C:3]=1[CH:11]=[C:12]([C:13]([OH:15])=[O:14])[NH:8]2 |f:1.2|. Procedure: A solution of 32 (4.8 g, 31 mmol) in 4% NH4OH (60 mL) was added to a suspension of ferrous hydroxide that was prepared from ferrous sulfate heptahydrate (52.45 g, 188.7 mmol) and concentrated NH4OH (23 mL) in water (200 mL). The mixture was maintained at the boiling point for five minutes. The ferric hydroxide was separated by filtration and washed repeatedly with dilute NH4OH and water. The filtrate was acidified with dilute HCl. The resulting solid was collected by filtration to afford 1.2 g (... Reactants: O=Cc1cccc(Br)n1, ClCCl, C1CCN(C2CCNCC2)C1. The product is Brc1cccc(CN2CCC(N3CCCC3)CC2)n1. Reaction SMILES: [Br:1][c:2]1[cH:3][cH:4][cH:5][c:6]([CH:8]=[O:9])[n:7]1.[Cl:21][CH2:22][Cl:23].[N:10]1([CH:15]2[CH2:16][CH2:17][NH:18][CH2:19][CH2:20]2)[CH2:11][CH2:12][CH2:13][CH2:14]1>>[Br:1][c:2]1[cH:3][cH:4][cH:5][c:6]([CH2:8][N:18]2[CH2:17][CH2:16][CH:15]([N:10]3[CH2:11][CH2:12][CH2:13][CH2:14]3)[CH2:20][CH2:19]2)[n:7]1.